This data is from the Open Reaction Database (ORD), a public repository of structured organic reaction records. The task is: describe an organic reaction: reactants, conditions, products, and yield The reactants are CN1C(=NC=2C1=NC=CC2)S(=O)(=O)C (3-Methyl-2-(methylsulfonyl)-3H-imidazo[4,5-b]pyridine), OC1=CC=C(C=C1)N1C(N(C=2C1=NC=CC2)CCC)=O (3-(4-hydroxyphenyl)-1-propyl-1,3-dihydro-2H-imidazo[4,5-b]pyridin-2-one), [H-].[Na+] (NaH). The solvent is CN(C)C=O (DMF), CO (MeOH). Run at temperature 180 celsius. Yields the product CN1C(=NC=2C1=NC=CC2)OC2=CC=C(C=C2)N2C(N(C=1C2=NC=CC1)CCC)=O (3-{4-[(3-methyl-3H-imidazo[4,5-b]pyridin-2-yl)oxy]phenyl}-1-propyl-1,3-dihydro-2H-imidazo[4,5-b]pyridin-2-one). The yield is 50.4%. As a reaction SMILES: [CH3:1][N:2]1[C:6]2=[N:7][CH:8]=[CH:9][CH:10]=[C:5]2[N:4]=[C:3]1S(C)(=O)=O.[OH:15][C:16]1[CH:21]=[CH:20][C:19]([N:22]2[C:26]3=[N:27][CH:28]=[CH:29][CH:30]=[C:25]3[N:24]([CH2:31][CH2:32][CH3:33])[C:23]2=[O:34])=[CH:18][CH:17]=1.[H-].[Na+]>CN(C=O)C.CO>[CH3:1][N:2]1[C:6]2=[N:7][CH:8]=[CH:9][CH:10]=[C:5]2[N:4]=[C:3]1[O:15][C:16]1[CH:17]=[CH:18][C:19]([N:22]2[C:26]3=[N:27][CH:28]=[CH:29][CH:30]=[C:25]3[N:24]([CH2:31][CH2:32][CH3:33])[C:23]2=[O:34])=[CH:20][CH:21]=1 |f:2.3|. Procedure details: 3-Methyl-2-(methylsulfonyl)-3H-imidazo[4,5-b]pyridine (320 mg) was added to a solution of 3-(4-hydroxyphenyl)-1-propyl-1,3-dihydro-2H-imidazo[4,5-b]pyridin-2-one (400 mg) and NaH (65.3 mg) in DMF (5 mL) at 100° C. The mixture was heated at 180° C. for 30 min under microwave irradiation. The reaction mixture was diluted with MeOH and concentrated in vacuo. The residue was purified by column chromatography (NH silica gel, eluted with 0%-50% EtOAc in hexane) to give 3-{4-[(3-methyl-3H-imidazo[4,5-b... Starting materials: CC1=CC=C(O1)C=O (5-Methylfuran-2-carbaldehyde), N[C@@H](CO)C1=CC=CC=C1 ((R)-2-amino-2-phenyl-ethanol). Solvent: C1CCOC1 (THF). Product: CC1=CC=C(O1)\C=N\[C@@H](CO)C1=CC=CC=C1 ((R)-2-{[1-(5-Methyl-furan-2-yl)-meth-(E)-ylidene]-amino}-2-phenyl-ethanol). As a reaction SMILES: [CH3:1][C:2]1[O:6][C:5]([CH:7]=O)=[CH:4][CH:3]=1.[NH2:9][C@H:10]([C:13]1[CH:18]=[CH:17][CH:16]=[CH:15][CH:14]=1)[CH2:11][OH:12]>C1COCC1>[CH3:1][C:2]1[O:6][C:5](/[CH:7]=[N:9]/[C@H:10]([C:13]2[CH:18]=[CH:17][CH:16]=[CH:15][CH:14]=2)[CH2:11][OH:12])=[CH:4][CH:3]=1. Reported procedure: 73.8 ml of 5-Methylfuran-2-carbaldehyde are added to 100 g of (R)-2-amino-2-phenyl-ethanol dissolved in 800 ml of THF. A reaction mixture obtained is heated at reflux for 5.5 hours and after cooling to rt solvent is evaporate. The title compound is obtained. The reactants are CCOC(=O)CN=C=O, NC1CCN(Cc2ccccc2)CC1, C1CCOC1. Product: CCOC(=O)CNC(=O)NC1CCN(Cc2ccccc2)CC1. Reaction SMILES: [N:15](=[C:16]=[O:17])[CH2:18][C:19](=[O:20])[O:21][CH2:22][CH3:23].[NH2:1][CH:2]1[CH2:3][CH2:4][N:5]([CH2:8][c:9]2[cH:10][cH:11][cH:12][cH:13][cH:14]2)[CH2:6][CH2:7]1.[O:24]1[CH2:25][CH2:26][CH2:27][CH2:28]1>>[NH:1]([CH:2]1[CH2:3][CH2:4][N:5]([CH2:8][c:9]2[cH:10][cH:11][cH:12][cH:13][cH:14]2)[CH2:6][CH2:7]1)[C:16]([NH:15][CH2:18][C:19](=[O:20])[O:21][CH2:22][CH3:23])=[O:17]. The reactants are COC=1C=C(C(=O)C2=CC(=C(C=C2)OC)OC)C=CC1OC (3,4,3',4'-tetramethoxybenzophenone), [Cl-].[Al+3].[Cl-].[Cl-] (aluminum chloride), CC1=CC=C(C(=O)Cl)C=C1 (4-methylbenzoyl chloride), C=1(C(OC)=CC=CC1)OC (veratrole). Product: COC=1C=C(C(=O)C2=CC=C(C=C2)C)C=CC1OC (3,4-Dimethoxy-4'-methylbenzophenone), product. Isolated yield 59.0%. Reaction SMILES: CO[C:3]1[CH:4]=[C:5]([CH:18]=[CH:19][C:20]=1OC)[C:6]([C:8]1[CH:13]=[CH:12][C:11]([O:14][CH3:15])=[C:10]([O:16][CH3:17])[CH:9]=1)=[O:7].[C:23]1(OC)C(=CC=CC=1)OC.[Cl-].[Al+3].[Cl-].[Cl-].CC1C=CC(C(Cl)=O)=CC=1>>[CH3:17][O:16][C:10]1[CH:9]=[C:8]([CH:13]=[CH:12][C:11]=1[O:14][CH3:15])[C:6]([C:5]1[CH:4]=[CH:3][C:20]([CH3:23])=[CH:19][CH:18]=1)=[O:7] |f:2.3.4.5|. Procedure details: The title compound was prepared analogously to 3,4,3',4'-tetramethoxybenzophenone using veratrole (3.9 mL, 28 mmol), aluminum chloride (4.1 g, 31 mmol) and 4-methylbenzoyl chloride (4.6 mL, 29 mmol) with a reaction time of 6 hours at room temperature. The crude mixture was purified by flash column chromatography (silica gel, 2% ethyl acetate/methylene chloride) to afford 4.22 g (59%) of the product as a white solid: mp 121.5-122° C.; 1H NMR (CDCl3) δ 7.70-7.67 (d, J=8 Hz, 2 H), 7.48-7.26 (m, 4 H... Reactants: Brc1cnc(Br)nc1, OB(O)c1cccc(OCc2ccccc2)c1, CCO, Cc1ccccc1, [Na+], [Na+], O=C([O-])[O-], O, c1ccc(P(c2ccccc2)(c2ccccc2)[Pd](P(c2ccccc2)(c2ccccc2)c2ccccc2)(P(c2ccccc2)(c2ccccc2)c2ccccc2)P(c2ccccc2)(c2ccccc2)c2ccccc2)cc1. Product: Brc1cnc(-c2cccc(OCc3ccccc3)c2)nc1. RXN SMILES: [Br:1][c:2]1[n:3][cH:4][c:5]([Br:8])[cH:6][n:7]1.[CH2:9]([c:10]1[cH:11][cH:12][cH:13][cH:14][cH:15]1)[O:16][c:17]1[cH:18][c:19]([B:23]([OH:24])[OH:25])[cH:20][cH:21][cH:22]1.[CH3:32][CH2:33][OH:34].[CH3:35][c:36]1[cH:37][cH:38][cH:39][cH:40][cH:41]1.[Na+:26].[Na+:27].[O-:28][C:29](=[O:30])[O-:31].[OH2:119].[cH:42]1[cH:43][cH:44][c:45]([P:46]([Pd:47]([P:48]([c:49]2[cH:50][cH:51][cH:52][cH:53][cH:54]2)([c:55]2[cH:56][cH:57][cH:58][cH:59][cH:60]2)[c:61]2[cH:62][cH:63][cH:64][cH:65][cH:66]2)([P:67]([c:68]2[cH:69][cH:70][cH:71][cH:72][cH:73]2)([c:74]2[cH:75][cH:76][cH:77][cH:78][cH:79]2)[c:80]2[cH:81][cH:82][cH:83][cH:84][cH:85]2)[P:86]([c:87]2[cH:88][cH:89][cH:90][cH:91][cH:92]2)([c:93]2[cH:94][cH:95][cH:96][cH:97][cH:98]2)[c:99]2[cH:100][cH:101][cH:102][cH:103][cH:104]2)([c:105]2[cH:106][cH:107][cH:108][cH:109][cH:110]2)[c:111]2[cH:112][cH:113][cH:114][cH:115][cH:116]2)[cH:117][cH:118]1>>[c:2]1(-[c:19]2[cH:18][c:17]([O:16][CH2:9][c:10]3[cH:11][cH:12][cH:13][cH:14][cH:15]3)[cH:22][cH:21][cH:20]2)[n:3][cH:4][c:5]([Br:8])[cH:6][n:7]1.